From a dataset of the Open Reaction Database (ORD), a public repository of structured organic reaction records. describe an organic reaction: reactants, conditions, products, and yield The reactants are COC=1C=C(C=CC1OC)SCCCOC=1C=CC2=C(C(OC(N2)=O)C(C)C)C1 (6-[3-(3,4-dimethoxy-phenylmercapto)-propoxy]-4-isopropyl-4H-3,1-benzoxazin-2-one), OO (hydrogen peroxide). Product: COC=1C=C(C=CC1OC)S(=O)CCCOC=1C=CC2=C(C(OC(N2)=O)C(C)C)C1 (6-[3-(3,4-Dimethoxy-phenylsulfinyl)-propoxy]-4-isopropyl-4H-3,1-benzoxazin-2-one). Reaction SMILES: [CH3:1][O:2][C:3]1[CH:4]=[C:5]([S:11][CH2:12][CH2:13][CH2:14][O:15][C:16]2[CH:17]=[CH:18][C:19]3[NH:24][C:23](=[O:25])[O:22][CH:21]([CH:26]([CH3:28])[CH3:27])[C:20]=3[CH:29]=2)[CH:6]=[CH:7][C:8]=1[O:9][CH3:10].[OH:30]O>>[CH3:1][O:2][C:3]1[CH:4]=[C:5]([S:11]([CH2:12][CH2:13][CH2:14][O:15][C:16]2[CH:17]=[CH:18][C:19]3[NH:24][C:23](=[O:25])[O:22][CH:21]([CH:26]([CH3:27])[CH3:28])[C:20]=3[CH:29]=2)=[O:30])[CH:6]=[CH:7][C:8]=1[O:9][CH3:10]. Reported procedure: Prepared analogously to Example 2 from 6-[3-(3,4-dimethoxy-phenylmercapto)-propoxy]-4-isopropyl-4H-3,1-benzoxazin-2-one and hydrogen peroxide. The reactants are FC1CN(CCCC1=O)C(=O)OC(C)(C)C (tert-butyl 3-fluoro-4-oxoazepane-1-carboxylate), [BH4-].[Na+] (NaBH4). Run in CO (MeOH). Reaction conditions: time 5 hour. Yields the product FC1CN(CCCC1O)C(=O)OC(C)(C)C (tert-butyl 3-fluoro-4-hydroxyazepane-1-carboxylate). As a reaction SMILES: [F:1][CH:2]1[C:8](=[O:9])[CH2:7][CH2:6][CH2:5][N:4]([C:10]([O:12][C:13]([CH3:16])([CH3:15])[CH3:14])=[O:11])[CH2:3]1.[BH4-].[Na+]>CO>[F:1][CH:2]1[CH:8]([OH:9])[CH2:7][CH2:6][CH2:5][N:4]([C:10]([O:12][C:13]([CH3:16])([CH3:15])[CH3:14])=[O:11])[CH2:3]1 |f:1.2|. Reported procedure: To a solution of the product from Step B (0.300 g, 1.30 mmol) in MeOH (6 mL) at 0° C. was added NaBH4 (0.123 g, 3.24 mmol) in one portion, and the mixture was warmed to ambient temperature and stirred for 5.0 hours. The mixture was concentrated and the residue was taken up in EtOAc (20 mL) and a saturated aqueous NH4Cl solution (5 mL) and water (5 mL). The layers were mixed and separated and the aqueous phase extracted with EtOAc (2×10 mL). The combined organic extracts were washed with brine an... Starting materials: S1C(C=CC1)=O (3-thiolen-2-one), BrCCCCCCCCCCCCCCCC (1-bromohexadecane), [H-].[Na+] (sodium hydride). The solvent is C1=CC=CC=C1 (benzene). Reaction conditions: time 24 hour. The product is C(CCCCCCCCCCCCCCC)OC=1SC=CC1 (2-hexadecyloxythiophene). Reaction SMILES: [S:1]1[CH2:5][CH:4]=[CH:3][C:2]1=[O:6].Br[CH2:8][CH2:9][CH2:10][CH2:11][CH2:12][CH2:13][CH2:14][CH2:15][CH2:16][CH2:17][CH2:18][CH2:19][CH2:20][CH2:21][CH2:22][CH3:23].[H-].[Na+]>C1C=CC=CC=1>[CH2:23]([O:6][C:2]1[S:1][CH:5]=[CH:4][CH:3]=1)[CH2:22][CH2:21][CH2:20][CH2:19][CH2:18][CH2:17][CH2:16][CH2:15][CH2:14][CH2:13][CH2:12][CH2:11][CH2:10][CH2:9][CH3:8] |f:2.3|. Procedure: A mixture of 20 g (0.2 mole) of 3-thiolen-2-one [R.T. Hawkins, Journal Heterocyclic Chemistry, 11, (3), 291-4 (1974)], 61.1 g (0.2 mole) of 1-bromohexadecane, and 4.8 g (0.2 mole) of sodium hydride in dry benzene is refluxed with stirring for 24 hours after which the solvent is removed and the product distilled to give 2-hexadecyloxythiophene. Reactants: FC(C(=O)N(C=1C=CC=2N(N1)C=C(N2)C2=CC(=CC=C2)C2=NOC(=N2)C(F)(F)F)C)(F)F (2,2,2-trifluoro-N-methyl-N-(2-(3-(5-(trifluoromethyl)-1,2,4-oxadiazol-3-yl)phenyl)imidazo[1,2-b]pyridazin-6-yl)acetamide), C(=O)([O-])[O-].[K+].[K+] (K2CO3). Run in CO.O (methanol water). Reaction conditions: temperature 60 celsius. Yields the product CNC=1C=CC=2N(N1)C=C(N2)C2=CC(=CC=C2)C2=NOC(=N2)C(F)(F)F (N-methyl-2-(3-(5-(trifluoromethyl)-1,2,4-oxadiazol-3-yl)phenyl)imidazo[1,2-b]pyridazin-6-amine). RXN SMILES: FC(F)(F)[C:3]([N:5](C)[C:6]1[CH:7]=[CH:8][C:9]2[N:10]([CH:12]=[C:13]([C:15]3[CH:20]=[CH:19][CH:18]=[C:17]([C:21]4[N:25]=[C:24]([C:26]([F:29])([F:28])[F:27])[O:23][N:22]=4)[CH:16]=3)[N:14]=2)[N:11]=1)=O.C([O-])([O-])=O.[K+].[K+]>CO.O>[CH3:3][NH:5][C:6]1[CH:7]=[CH:8][C:9]2[N:10]([CH:12]=[C:13]([C:15]3[CH:20]=[CH:19][CH:18]=[C:17]([C:21]4[N:25]=[C:24]([C:26]([F:29])([F:27])[F:28])[O:23][N:22]=4)[CH:16]=3)[N:14]=2)[N:11]=1 |f:1.2.3,4.5|. Procedure: A mixture of 2,2,2-trifluoro-N-methyl-N-(2-(3-(5-(trifluoromethyl)-1,2,4-oxadiazol-3-yl)phenyl)imidazo[1,2-b]pyridazin-6-yl)acetamide(0. 15 mmol) and K2CO3 (0.3 mmol)in 20 mL methanol -water(4:1) was heated at 60° C. for 1 h. The mixture was concentrated in vacuo and the crude product was purified by column chromatography on silica gel to give the N-methyl-2-(3-(5-(trifluoromethyl)-1,2,4-oxadiazol-3-yl)phenyl)imidazo[1,2-b]pyridazin-6-amine. Reactants: COC(=O)C1(NC(=O)OCC(C)C)CCc2ccccc2C1, [H-], CCI, [Na+], O. Product: CCN(C(=O)OCC(C)C)C1(C(=O)OC)CCc2ccccc2C1. RXN SMILES: [CH3:1][O:2][C:3](=[O:4])[C:5]1([NH:15][C:16](=[O:17])[O:18][CH2:19][CH:20]([CH3:21])[CH3:22])[CH2:6][c:7]2[cH:8][cH:9][cH:10][cH:11][c:12]2[CH2:13][CH2:14]1.[H-:23].[I:25][CH2:26][CH3:27].[Na+:24].[OH2:28]>>[CH3:1][O:2][C:3](=[O:4])[C:5]1([N:15]([C:16](=[O:17])[O:18][CH2:19][CH:20]([CH3:21])[CH3:22])[CH2:26][CH3:27])[CH2:6][c:7]2[cH:8][cH:9][cH:10][cH:11][c:12]2[CH2:13][CH2:14]1. Starting materials: OC1=CC=C(C(=O)O)C=C1 (p-hydroxybenzoic acid), C(C1=CC=CC=C1)O (benzyl alcohol), C(C1=CC=CC=C1)O (benzyl alcohol), OC1=CC=C(C(=O)OCC2=CC=CC=C2)C=C1 (benzyl p-hydroxybenzoate). The reagents and catalysts are C1(=CC=C(C=C1)S(=O)(=O)O)C (p-toluenesulfonic acid). Run in C1(=CC=CC=C1)C (toluene). Product: C(C1=CC=CC=C1)OCC1=CC=CC=C1 (dibenzyl ether). Reaction SMILES: OC1C=CC(C(O)=O)=CC=1.C(O)C1C=CC=CC=1.O[C:20]1[CH:35]=[CH:34][C:23]([C:24]([O:26][CH2:27][C:28]2[CH:33]=[CH:32][CH:31]=[CH:30][CH:29]=2)=O)=[CH:22][CH:21]=1>C1(C)C=CC=CC=1.C1(C)C=CC(S(O)(=O)=O)=CC=1>[CH2:27]([O:26][CH2:24][C:23]1[CH:34]=[CH:35][CH:20]=[CH:21][CH:22]=1)[C:28]1[CH:33]=[CH:32][CH:31]=[CH:30][CH:29]=1. Procedure details: In the same way as in Example 13, 69.1 g (0.5 mole) of p-hydroxybenzoic acid and 216.2 g (2 moles) of benzyl alcohol were reacted at 120° C. for 4 hours in 138 g of toluene in the presence of 1.44 g of p-toluenesulfonic acid as a catalyst. The yield of benzyl p-hydroxybenzoate was 26%. Dimerization and dehydration of benzyl alcohol occurred simultaneously, and dibenzyl ether was formed in a ratio of as high as 45%.